Dataset: the Open Reaction Database (ORD), a public repository of structured organic reaction records. Task: describe an organic reaction: reactants, conditions, products, and yield Starting materials: CI, O=Cc1ccc(O)c(Cl)c1, [K+], [K+], O=C([O-])[O-], CN(C)C=O. Yields the product COc1ccc(C=O)cc1Cl. RXN SMILES: [CH3:17][I:18].[Cl:1][c:2]1[cH:3][c:4]([CH:5]=[O:6])[cH:7][cH:8][c:9]1[OH:10].[K+:11].[K+:12].[O-:13][C:14]([O-:15])=[O:16].[O:19]=[CH:20][N:21]([CH3:22])[CH3:23]>>[Cl:1][c:2]1[cH:3][c:4]([CH:5]=[O:6])[cH:7][cH:8][c:9]1[O:10][CH3:14].